Dataset: the Open Reaction Database (ORD), a public repository of structured organic reaction records. Task: describe an organic reaction: reactants, conditions, products, and yield Starting materials: Cc1cc(Cl)ccc1O, Cc1cc([N+](=O)[O-])cnc1Cl, [H-], [Na+], C1CCOC1. The product is Cc1cc(Cl)ccc1Oc1ncc([N+](=O)[O-])cc1C. Reaction SMILES: [CH3:3][c:4]1[cH:5][c:6]([Cl:7])[cH:8][cH:9][c:10]1[OH:11].[Cl:12][c:13]1[n:14][cH:15][c:16]([N+:20](=[O:21])[O-:22])[cH:17][c:18]1[CH3:19].[H-:1].[Na+:2].[O:23]1[CH2:24][CH2:25][CH2:26][CH2:27]1>>[CH3:3][c:4]1[cH:5][c:6]([Cl:7])[cH:8][cH:9][c:10]1[O:11][c:13]1[n:14][cH:15][c:16]([N+:20](=[O:21])[O-:22])[cH:17][c:18]1[CH3:19].